Dataset: the Open Reaction Database (ORD), a public repository of structured organic reaction records. Task: describe an organic reaction: reactants, conditions, products, and yield Reactants: OC=1C=C(C=CC1)NC(CCCCCC(=O)NC1=C(C=CC=C1)NC(OC(C)(C)C)=O)=O (tert-Butyl (2-(7-((3-hydroxyphenyl)amino)-7-oxoheptanamido)phenyl)carbamate). The solvent is CCOC(=O)C (EtOAc). Product: NC1=C(C=CC=C1)NC(CCCCCC(=O)NC1=CC(=CC=C1)O)=O (N1-(2-aminophenyl)-N7-(3-hydroxyphenyl)heptanediamide). Reaction SMILES: [OH:1][C:2]1[CH:3]=[C:4]([NH:8][C:9](=[O:32])[CH2:10][CH2:11][CH2:12][CH2:13][CH2:14][C:15]([NH:17][C:18]2[CH:23]=[CH:22][CH:21]=[CH:20][C:19]=2[NH:24]C(=O)OC(C)(C)C)=[O:16])[CH:5]=[CH:6][CH:7]=1>CCOC(C)=O>[NH2:24][C:19]1[CH:20]=[CH:21][CH:22]=[CH:23][C:18]=1[NH:17][C:15](=[O:16])[CH2:14][CH2:13][CH2:12][CH2:11][CH2:10][C:9]([NH:8][C:4]1[CH:5]=[CH:6][CH:7]=[C:2]([OH:1])[CH:3]=1)=[O:32]. Procedure details: The solution of tert-Butyl (2-(7-((3-hydroxyphenyl)amino)-7-oxoheptanamido)phenyl)carbamate in EtOAc was stirred at 0° C. and bubbled with HCl gas for 20 min. The pH value of the solution was adjusted to 6 by saturated aqueous solution of Na2CO3. The aqueous phase was extracted with EtOAc (100 mL). The organic layers were combined and dried over Na2SO4 and then concentrated to give the crude product. The crude product was purified by flash chromatography SiO2 (EtOAc) to give desired compound CC ... Reactants: N=1N=CN2C1C=CC(=C2)C2CCN(CC2)C(=O)OC(C)(C)C (tert-Butyl 4-([1,2,4]triazolo[4,3-a]pyridin-6-yl)piperidine-1-carboxylate), N=1N=CN2C1C=CC(=C2)C2CCN(CC2)C(=O)OC(C)(C)C (tert-Butyl 4-([1,2,4]triazolo[4,3-a]pyridin-6-yl)piperidine-1-carboxylate), C(=O)(C(F)(F)F)O (TFA). Solvent: ClCCl (dichloromethane). Reaction conditions: time 3 hour. Yields the product N1CCC(CC1)C=1C=CC=2N(C1)C=NN2 (6-(Piperidin-4-yl)-[1,2,4]triazolo[4,3-a]pyridine). Yield: 749.1%. Reaction SMILES: [N:1]1[N:2]=[CH:3][N:4]2[CH:9]=[C:8]([CH:10]3[CH2:15][CH2:14][N:13](C(OC(C)(C)C)=O)[CH2:12][CH2:11]3)[CH:7]=[CH:6][C:5]=12.C(O)(C(F)(F)F)=O>ClCCl>[NH:13]1[CH2:12][CH2:11][CH:10]([C:8]2[CH:7]=[CH:6][C:5]3[N:4]([CH:3]=[N:2][N:1]=3)[CH:9]=2)[CH2:15][CH2:14]1. Procedure: To a solution of tert-Butyl 4-([1,2,4]triazolo[4,3-a]pyridin-6-yl)piperidine-1-carboxylate (compound 36.1, 0.05 g, 0.165 mmol) in dichloromethane (2 mL) was added TFA (0.2 mL). The mixture was stirred at room temperature for 3 hours. The solvents were removed under reduced pressure. The residue was purified by prep-TLC (10% MeOH in dichloromethane+˜0.5% NH4OH) to give 0.25 g (76%) of the title compound as a light brown oil. m/z (ES+) 203 (M+H)+. Reactants: CC1Oc2ccc(F)cc2N(CC=O)C(=O)C1NC(=O)OC(C)(C)C, [BH3-]C#N, C1COCCN1, CCOC(C)=O, CC(=O)O, CO, CCCCCCC, [Na+]. Yields the product CC1Oc2ccc(F)cc2N(CCN2CCOCC2)C(=O)C1NC(=O)OC(C)(C)C. RXN SMILES: [C:1]([CH3:2])([CH3:3])([CH3:4])[O:5][C:6]([NH:7][CH:8]1[CH:9]([CH3:24])[O:10][c:11]2[c:12]([cH:19][c:20]([F:23])[cH:21][cH:22]2)[N:13]([CH2:16][CH:17]=[O:18])[C:14]1=[O:15])=[O:25].[C:36]([BH3-:37])#[N:38].[CH2:26]1[CH2:27][O:28][CH2:29][CH2:30][NH:31]1.[CH2:49]([O:50][C:51](=[O:52])[CH3:53])[CH3:54].[CH3:32][C:33](=[O:34])[OH:35].[CH3:40][OH:41].[CH3:42][CH2:43][CH2:44][CH2:45][CH2:46][CH2:47][CH3:48].[Na+:39]>>[C:1]([CH3:2])([CH3:3])([CH3:4])[O:5][C:6]([NH:7][CH:8]1[CH:9]([CH3:24])[O:10][c:11]2[c:12]([cH:19][c:20]([F:23])[cH:21][cH:22]2)[N:13]([CH2:16][CH2:17][N:31]2[CH2:26][CH2:27][O:28][CH2:29][CH2:30]2)[C:14]1=[O:15])=[O:25]. Reaction SMILES: [CH3:1][O:2][C:3]1[CH:12]=[CH:11][C:6]([NH:7][C:8](=[O:10])[CH3:9])=[CH:5][C:4]=1[CH3:13].[H-].[Na+].I[CH3:17].N>O1CCCC1>[CH3:1][O:2][C:3]1[CH:12]=[CH:11][C:6]([N:7]([CH3:17])[C:8](=[O:10])[CH3:9])=[CH:5][C:4]=1[CH3:13] |f:1.2|. The solvent is O1CCCC1 (tetrahydrofuran), O1CCCC1 (tetrahydrofuran), industrial methylated spirit. Yields the product COC1=C(C=C(N(C(C)=O)C)C=C1)C (4'-methoxy-3'-methyl-N-methylacetanilide). Reaction conditions: time 30 minute. Procedure: A solution of 4'-methoxy-3'-methylacetanilide (71g) in dry tetrahydrofuran (350 ml) was added over 45 minutes to a stirred suspension of sodium hydride (19 g of a 50% dispersion in mineral oil) in dry tetrahydrofuran (250 ml) under nitrogen. The stirred mixture was heated under reflux for 10 minutes, then cooled to 0 to 5° and iodomethane (25 ml) added dropwise over 10 minutes. After the mixture was stirred and heated under reflux for a further 2 hours, the mixture was cooled to ambient temperat... Reactants: COC1=C(C=C(NC(C)=O)C=C1)C (4'-methoxy-3'-methylacetanilide), [H-].[Na+] (sodium hydride), N (ammonia), IC (iodomethane). Reactants: COC1=CC=C(C=C1C(=O)O)C(=O)N (6-methoxyisophthalamic acid), BrC1=C(N)C=CC(=C1)Br (2,4-dibromoaniline). Product: BrC1=C(C=CC(=C1)Br)NC(C=1C=C(C(=O)N)C=CC1OC)=O (3-N-(2,4-dibromophenyl)-4-methoxyisophthalamide). As a reaction SMILES: [CH3:1][O:2][C:3]1[C:8]([C:9]([OH:11])=O)=[CH:7][C:6]([C:12]([NH2:14])=[O:13])=[CH:5][CH:4]=1.[Br:15][C:16]1[CH:22]=[C:21]([Br:23])[CH:20]=[CH:19][C:17]=1[NH2:18]>>[Br:15][C:16]1[CH:22]=[C:21]([Br:23])[CH:20]=[CH:19][C:17]=1[NH:18][C:9](=[O:11])[C:8]1[CH:7]=[C:6]([CH:5]=[CH:4][C:3]=1[O:2][CH3:1])[C:12]([NH2:14])=[O:13]. Procedure details: The captioned compound was synthesized from 6-methoxyisophthalamic acid and 2,4-dibromoaniline by the same procedure as in the manufacturing method described in step C of Example 1-3-1. Reactants: [OH-].[K+] (potassium hydroxide), solution, CN(S(=O)(=O)C1=CC=C(C=C1)C)N=O (N-methyl-N-nitroso-p-toluenesulfonamide), ClC1=C(OC=2C=CC(=C(OC3=C(OCC(=O)Cl)C=CC=C3)C2)[N+](=O)[O-])C=CC(=C1)Cl ({o-[5-(2,4-dichlorophenoxy)-2-nitrophenoxy]phenoxy}acetyl chloride). The solvent is CO (methanol), CCOCC (ether), O1CCCC1 (tetrahydrofuran). Run at temperature 42 celsius. Product: [N+](=[N-])=CC(COC1=C(C=CC=C1)OC1=C(C=CC(=C1)OC1=C(C=C(C=C1)Cl)Cl)[N+](=O)[O-])=O (1-Diazo-3-{o-[5-(2,4-dichlorophenoxy)-2-nitrophenoxy]phenoxy}-2-propanone). As a reaction SMILES: [OH-].[K+].[CH3:3][N:4]([N:15]=O)S(C1C=CC(C)=CC=1)(=O)=O.[Cl:17][C:18]1[CH:45]=[C:44]([Cl:46])[CH:43]=[CH:42][C:19]=1[O:20][C:21]1[CH:22]=[CH:23][C:24]([N+:39]([O-:41])=[O:40])=[C:25]([CH:38]=1)[O:26][C:27]1[CH:37]=[CH:36][CH:35]=[CH:34][C:28]=1[O:29][CH2:30][C:31](Cl)=[O:32]>CO.CCOCC.O1CCCC1>[N+:4](=[CH:3][C:31](=[O:32])[CH2:30][O:29][C:28]1[CH:34]=[CH:35][CH:36]=[CH:37][C:27]=1[O:26][C:25]1[CH:38]=[C:21]([O:20][C:19]2[CH:42]=[CH:43][C:44]([Cl:46])=[CH:45][C:18]=2[Cl:17])[CH:22]=[CH:23][C:24]=1[N+:39]([O-:41])=[O:40])=[N-:15] |f:0.1|. Procedure details: A mixture of potassium hydroxide in methanol (20.0 mL of a 4M solution ) is heated to 42° C. and treated dropwise with a mixture of N-methyl-N-nitroso-p-toluenesulfonamide (4 g, 18.7 mmol) in ether (40 mL). The diazomethane is distilled over, condensed with a dry ice/acetone condenser and collected. The diazomethane/ether solution is stirred in an ice-bath, treated dropwise with a solution of {o-[5-(2,4-dichlorophenoxy)-2-nitrophenoxy]phenoxy}acetyl chloride (1.09 g, 2.32 mmol) in tetrahydrofura... Yields the product CC(C)(O)C#Cc1cccc(N)c1. As a reaction SMILES: [CH3:1][C:2]([CH3:3])([C:4]#[C:5][c:6]1[cH:7][c:8]([N+:12]([O-:13])=[O:14])[cH:9][cH:10][cH:11]1)[OH:15].[CH:18]([OH:19])([CH3:20])[CH3:21].[H:16][H:17]>>[CH3:1][C:2]([CH3:3])([C:4]#[C:5][c:6]1[cH:7][c:8]([NH2:12])[cH:9][cH:10][cH:11]1)[OH:15]. Reactants: CC(C)(O)C#Cc1cccc([N+](=O)[O-])c1, CC(C)O, [H][H]. Reactants: Intermediate D, C(C)(C)(C)OC(N[C@H]1CNCC1)=O ((R)-pyrrolidin-3-yl-carbamic acid tert-butyl ester), ClC1=NC=CC=C1 (2-chloropyridine). Product: NCCNC(=O)N[C@H]1CN(CC1)C1=NC=CC=C1 (1-(2-Amino-ethyl)-3-((R)-1-pyridin-2-yl-pyrrolidin-3-yl)-urea). As a reaction SMILES: C(O[C:6](=[O:13])[NH:7][C@@H:8]1[CH2:12][CH2:11][NH:10][CH2:9]1)(C)(C)C.Cl[C:15]1[CH:20]=[CH:19][CH:18]=[CH:17][N:16]=1>>[NH2:7][CH2:8][CH2:9][NH:10][C:6]([NH:7][C@@H:8]1[CH2:12][CH2:11][N:10]([C:15]2[CH:20]=[CH:19][CH:18]=[CH:17][N:16]=2)[CH2:9]1)=[O:13]. Procedure: The titled compound is prepared analogously to Intermediate D by replacing (S)-pyrrolidin-3-yl-carbamic acid tert-butyl ester with (R)-pyrrolidin-3-yl-carbamic acid tert-butyl ester and replacing 2-bromopyridine with 2-chloropyridine. The reactants are CCOC(=O)Cc1cc(Cl)cc(Oc2ccc(Br)cc2CBr)c1, CC1NC(=O)OC1c1ccccc1. The product is CCOC(=O)Cc1cc(Cl)cc(Oc2ccc(Br)cc2CN2C(=O)OC(c3ccccc3)C2C)c1. RXN SMILES: [CH2:1]([CH3:2])[O:3][C:4]([CH2:5][c:6]1[cH:7][c:8]([O:13][c:14]2[c:15]([CH2:21][Br:22])[cH:16][c:17]([Br:20])[cH:18][cH:19]2)[cH:9][c:10]([Cl:12])[cH:11]1)=[O:23].[CH3:24][CH:25]1[NH:26][C:27](=[O:36])[O:28][CH:29]1[c:30]1[cH:31][cH:32][cH:33][cH:34][cH:35]1>>[CH2:1]([CH3:2])[O:3][C:4]([CH2:5][c:6]1[cH:7][c:8]([O:13][c:14]2[c:15]([CH2:21][N:26]3[CH:25]([CH3:24])[CH:29]([c:30]4[cH:31][cH:32][cH:33][cH:34][cH:35]4)[O:28][C:27]3=[O:36])[cH:16][c:17]([Br:20])[cH:18][cH:19]2)[cH:9][c:10]([Cl:12])[cH:11]1)=[O:23]. As a reaction SMILES: [CH2:16]([O:17][C:18](=[O:19])[CH:20]([CH2:21][c:22]1[cH:23][cH:24][cH:25][cH:26][cH:27]1)[C:28]#[N:29])[CH3:30].[CH3:40][C:41](=[O:42])[OH:43].[CH3:44][CH2:45][OH:46].[ClH:15].[K+:32].[N:1]([O-:2])=[O:3].[NH2:5][c:6]1[cH:7][cH:8][c:9]([N+:12]([O-:13])=[O:14])[cH:10][cH:11]1.[Na+:4].[OH-:31].[OH2:33].[cH:34]1[cH:35][cH:36][cH:37][cH:38][cH:39]1>>[N:1]([NH:5][c:6]1[cH:7][cH:8][c:9]([N+:12]([O-:13])=[O:14])[cH:10][cH:11]1)=[C:20]([CH2:21][c:22]1[cH:23][cH:24][cH:25][cH:26][cH:27]1)[C:28]#[N:29]. Yields the product N#CC(Cc1ccccc1)=NNc1ccc([N+](=O)[O-])cc1. Reactants: CCOC(=O)C(C#N)Cc1ccccc1, CC(=O)O, CCO, Cl, [K+], O=N[O-], Nc1ccc([N+](=O)[O-])cc1, [Na+], [OH-], O, c1ccccc1.